From a dataset of the Open Reaction Database (ORD), a public repository of structured organic reaction records. describe an organic reaction: reactants, conditions, products, and yield Starting materials: C=CC1CC1(NC(=O)C1CC(OC(=O)N2Cc3cccc(F)c3C2)CN1C(=O)OC(C)(C)C)C(=O)OCC, CCOC(C)=O, O=S(=O)(O)O. The product is C=CC1CC1(NC(=O)C1CC(OC(=O)N2Cc3cccc(F)c3C2)CN1)C(=O)OCC. As a reaction SMILES: [C:6]([O:7][C:8](=[O:9])[N:13]1[CH2:14][CH:15]([O:31][C:32](=[O:33])[N:34]2[CH2:35][c:36]3[cH:37][cH:38][cH:39][c:40]([F:43])[c:41]3[CH2:42]2)[CH2:16][CH:17]1[C:18]([NH:19][C:20]1([C:25](=[O:26])[O:27][CH2:28][CH3:29])[CH:21]([CH:23]=[CH2:24])[CH2:22]1)=[O:30])([CH3:10])([CH3:11])[CH3:12].[CH3:44][CH2:45][O:46][C:47]([CH3:48])=[O:49].[S:1](=[O:2])(=[O:3])([OH:4])[OH:5]>>[NH:13]1[CH2:14][CH:15]([O:31][C:32](=[O:33])[N:34]2[CH2:35][c:36]3[cH:37][cH:38][cH:39][c:40]([F:43])[c:41]3[CH2:42]2)[CH2:16][CH:17]1[C:18]([NH:19][C:20]1([C:25](=[O:26])[O:27][CH2:28][CH3:29])[CH:21]([CH:23]=[CH2:24])[CH2:22]1)=[O:30]. Reactants: C(#N)C1=CC=CC2=C1CC(C1=C(S2)C=CC(=C1)F)=O (9-cyano-2-fluoro-10,11-dihydrodibenzo[b,f]thiepin-11-one), O.NN (hydrazine hydrate). Solvent: C(C)O (ethanol). Product: C(#N)C1=CC=CC2=C1CC(C1=C(S2)C=CC(=C1)F)=NN (9-cyano-2-fluoro-10,11-dihydrodibenzo[b,f]thiepin-11-one hydrazone). Isolated yield 95.0%. As a reaction SMILES: [C:1]([C:3]1[C:8]2[CH2:9][C:10](=O)[C:11]3[CH:17]=[C:16]([F:18])[CH:15]=[CH:14][C:12]=3[S:13][C:7]=2[CH:6]=[CH:5][CH:4]=1)#[N:2].O.[NH2:21][NH2:22]>C(O)C>[C:1]([C:3]1[C:8]2[CH2:9][C:10](=[N:21][NH2:22])[C:11]3[CH:17]=[C:16]([F:18])[CH:15]=[CH:14][C:12]=3[S:13][C:7]=2[CH:6]=[CH:5][CH:4]=1)#[N:2] |f:1.2|. Procedure details: The mixture of 0.3 g of 9-cyano-2-fluoro-10,11-dihydrodibenzo[b,f]thiepin-11-one, 0.3 g of 100% hydrazine hydrate and 10 ml of ethanol was heated under reflux on waterbath for 5 hours. The reaction mixture was concentrated to 5 ml to separate crystals on cooling, which was collected by filtration. Recrystallization from ethanol afforded 0.3 g of 9-cyano-2-fluoro-10,11-dihydrodibenzo[b,f]thiepin-11-one hydrazone as pale yellow needles having a melting point of 220°-222° C. Reactants: CC(Cl)c1cccnc1, Cc1cccc(C(C)(C)CN)c1. Reagents/catalysts: O=C([O-])[O-].[Cs+].[Cs+] (cesium carbonate), [I-].[K+] (potassium iodide). Run in CN(C)C=O (DMF), CN(C)C=O (dmf), CN(C)C=O (DMF). Conditions: temperature 70 celsius, time 16 hour. Yields the product Cc1cccc(C(C)(C)CNC(C)c2cccnc2)c1. Reactants: [H-].[Na+] (sodium hydride), oil, C(C1=CC=CC=C1)=NN1C(=O)NC(=O)C1 (1-(benzylideneamino)hydantoin), BrCCCCCl (1-bromo-4-chlorobutane). The solvent is CN(C=O)C (dimethylformamide). Run at temperature 100 celsius, time 30 minute. Yields the product Cl.Cl.C1(=CC=CC=C1)C=NN1C(N(C(C1)=O)CCCCCl)=O (1-Phenylmethylenamino-3-(4-chlorobutyl)-2,4-imidazolidinedione dihydrochloride), C1(=CC=CC=C1)C=NN1C(N(C(C1)=O)CCCCCl)=O (1-phenylmethyleneamino-3-(4-chlorobutyl)-2,4-imidazolidinedione). Reaction SMILES: [H-].[Na+].[CH:3](=[N:10][N:11]1[CH2:17][C:15](=[O:16])[NH:14][C:12]1=[O:13])[C:4]1[CH:9]=[CH:8][CH:7]=[CH:6][CH:5]=1.Br[CH2:19][CH2:20][CH2:21][CH2:22][Cl:23]>CN(C)C=O>[ClH:23].[ClH:23].[C:4]1([CH:3]=[N:10][N:11]2[CH2:17][C:15](=[O:16])[N:14]([CH2:19][CH2:20][CH2:21][CH2:22][Cl:23])[C:12]2=[O:13])[CH:5]=[CH:6][CH:7]=[CH:8][CH:9]=1.[C:4]1([CH:3]=[N:10][N:11]2[CH2:17][C:15](=[O:16])[N:14]([CH2:19][CH2:20][CH2:21][CH2:22][Cl:23])[C:12]2=[O:13])[CH:5]=[CH:6][CH:7]=[CH:8][CH:9]=1 |f:0.1,5.6.7|. Procedure: 1-Phenylmethylenamino-3-(4-chlorobutyl)-2,4-imidazolidinedione dihydrochloride is prepared by adding 60% sodium hydride in mineral oil (7.8 g, 0.1944 mole) over 1 hour to a stirred solution of 1-(benzylideneamino)hydantoin [prepared as described by J. Gut, A Novacet, and P. Fiedler, Coll. Czech. Chem. Commun., Vol. 33, pp. 2087-2096 (No. 7). 1968 hereby incorporated by reference herein] (39.5 g, 0.1944 mole) in dimethylformamide (1000 ml). After complete addition, the solution is heated at steam... Starting materials: CC=1SC2=C(N1)C=CC=C2 (2-methylbenzothiazole), C(C1=CC=CC=C1)Br (benzyl bromide). Solvent: C(C)(=O)OCC (ethyl acetate). Yields the product [Br-].C(C1=CC=CC=C1)[N+]1=C(SC2=C1C=CC=C2)C (3-benzyl-2-methylbenzothiazol-3-ium bromide). As a reaction SMILES: [CH3:1][C:2]1[S:3][C:4]2[CH:10]=[CH:9][CH:8]=[CH:7][C:5]=2[N:6]=1.[CH2:11]([Br:18])[C:12]1[CH:17]=[CH:16][CH:15]=[CH:14][CH:13]=1>C(OCC)(=O)C>[Br-:18].[CH2:11]([N+:6]1[C:5]2[CH:7]=[CH:8][CH:9]=[CH:10][C:4]=2[S:3][C:2]=1[CH3:1])[C:12]1[CH:17]=[CH:16][CH:15]=[CH:14][CH:13]=1 |f:3.4|. Procedure details: A solution of 2-methylbenzothiazole (5.0 g, 0.033 mol) and benzyl bromide (40 mL, 0.33 mol) in 250 mL of ethyl acetate was refluxed under nitrogen for 48 hours. Solid had formed. The mixture was filtered and washed with cold ethyl acetate to give 3-benzyl-2-methylbenzothiazol-3-ium bromide as a light yellow solid, mp 230-231° C.